Dataset: the Open Reaction Database (ORD), a public repository of structured organic reaction records. Task: describe an organic reaction: reactants, conditions, products, and yield Starting materials: Cc1ccc(Oc2ccc(C(=O)OC(C)(C)C)c(NC(=O)c3ccccc3)c2)cc1, O=C(O)C(F)(F)F. The product is Cc1ccc(Oc2ccc(C(=O)O)c(NC(=O)c3ccccc3)c2)cc1. Reaction SMILES: [C:8]([c:9]1[cH:10][cH:11][cH:12][cH:13][cH:14]1)(=[O:15])[NH:16][c:17]1[c:18]([C:19](=[O:20])[O:21][C:22]([CH3:23])([CH3:24])[CH3:25])[cH:26][cH:27][c:28]([O:30][c:31]2[cH:32][cH:33][c:34]([CH3:37])[cH:35][cH:36]2)[cH:29]1.[OH:1][C:2]([C:3]([F:4])([F:5])[F:6])=[O:7]>>[C:8]([c:9]1[cH:10][cH:11][cH:12][cH:13][cH:14]1)(=[O:15])[NH:16][c:17]1[c:18]([C:19](=[O:20])[OH:21])[cH:26][cH:27][c:28]([O:30][c:31]2[cH:32][cH:33][c:34]([CH3:37])[cH:35][cH:36]2)[cH:29]1. Yields the product BrC=1N=C(C(N(C1)C)=O)NC=1C=C2CNCC2=CC1 (5-Bromo-3-(isoindolin-5-ylamino)-1-methylpyrazin-2(1H)-one), solid. Isolated yield 99.0%. Procedure: Following the procedures as described for 129b and starting with 460 mg of tert-butyl 5-(6-bromo-4-methyl-3-oxo-3,4-dihydropyrazin-2-ylamino)isoindoline-2-carboxylate, 231e was obtained as a yellow solid (352 mg, 99%). MS: [M+H]+ 321 Reaction SMILES: C(OCC1C(N2CCN3C4CCCCC=4C=C3C2=O)=CC(F)=CC=1C1N=C(NC2C=C3C(=CC=2)CNCC3)C(=O)N(C)C=1)(=O)C.[Br:46][C:47]1[N:52]=[C:51]([NH:53][C:54]2[CH:55]=[C:56]3[C:60](=[CH:61][CH:62]=2)[CH2:59][N:58](C(OC(C)(C)C)=O)[CH2:57]3)[C:50](=[O:70])[N:49]([CH3:71])[CH:48]=1>>[Br:46][C:47]1[N:52]=[C:51]([NH:53][C:54]2[CH:55]=[C:56]3[C:60](=[CH:61][CH:62]=2)[CH2:59][NH:58][CH2:57]3)[C:50](=[O:70])[N:49]([CH3:71])[CH:48]=1. The reactants are C(C)(=O)OCC1=C(C=C(C=C1N1C(C=2N(C=3CCCCC3C2)CC1)=O)F)C=1N=C(C(N(C1)C)=O)NC=1C=C2CCNCC2=CC1 (4-Fluoro-2-(4-methyl-5-oxo-6-(1,2,3,4-tetrahydroisoquinolin-6-ylamino)-4,5-dihydropyrazin-2-yl)-6-(1-oxo-3,4,6,7,8,9-hexahydropyrazino[1,2-a]indol-2(1H)-yl)benzyl Acetate), BrC1=CN(C(C(=N1)NC=1C=C2CN(CC2=CC1)C(=O)OC(C)(C)C)=O)C (tert-butyl 5-(6-bromo-4-methyl-3-oxo-3,4-dihydropyrazin-2-ylamino)isoindoline-2-carboxylate). Yields the product COC1=CC=C(C2=C1N=C(S2)NC(=O)C=2SC(=CC2)C)OC2=CC=CC=C2 (5-Methyl-thiophene-2-carboxylic acid (4-methoxy-7-phenoxy-benzothiazol-2-yl)-amide). Starting materials: COC1=CC=C(C2=C1N=C(S2)N)OC2=CC=CC=C2 (4-methoxy-7-phenoxy-benzothiazol-2-ylamine), CC1=CC=C(S1)C(=O)Cl (5-methyl-thiophene-2-carboxylic acid chloride). Procedure details: Using 4-methoxy-7-phenoxy-benzothiazol-2-ylamine and 5-methyl-thiophene-2-carboxylic acid chloride the title compound was obtained crude, which was chromatographed over SiO2 (Merck 230-400 mesh) eluting with CH2Cl2/EtOAc (1:1), to afford the pure title compound as a pale yellow solid (76% yield), MS: m/e=396.0 (M+). As a reaction SMILES: [CH3:1][O:2][C:3]1[C:8]2[N:9]=[C:10]([NH2:12])[S:11][C:7]=2[C:6]([O:13][C:14]2[CH:19]=[CH:18][CH:17]=[CH:16][CH:15]=2)=[CH:5][CH:4]=1.[CH3:20][C:21]1[S:25][C:24]([C:26](Cl)=[O:27])=[CH:23][CH:22]=1>>[CH3:1][O:2][C:3]1[C:8]2[N:9]=[C:10]([NH:12][C:26]([C:24]3[S:25][C:21]([CH3:20])=[CH:22][CH:23]=3)=[O:27])[S:11][C:7]=2[C:6]([O:13][C:14]2[CH:15]=[CH:16][CH:17]=[CH:18][CH:19]=2)=[CH:5][CH:4]=1. Reactants: CI, [H-], [Na+], C1CCOC1, OCC1CCC2(CC1)OCCO2. Yields the product COCC1CCC2(CC1)OCCO2. Reaction SMILES: [CH3:13][I:14].[H-:16].[Na+:15].[O:17]1[CH2:18][CH2:19][CH2:20][CH2:21]1.[O:1]1[CH2:2][CH2:3][O:4][C:5]12[CH2:6][CH2:7][CH:8]([CH2:11][OH:12])[CH2:9][CH2:10]2>>[O:1]1[CH2:2][CH2:3][O:4][C:5]12[CH2:6][CH2:7][CH:8]([CH2:11][O:12][CH3:13])[CH2:9][CH2:10]2. Starting materials: O=CC1=CC(OC)=C(O)C=C1 (vanillin), C(C)(C)(C)OC(=O)N1C[C@@H](CC1)O ((3R)-1-tert-butoxycarbonyl-3-hydroxypyrrolidine), C1(=CC=CC=C1)P(C1=CC=CC=C1)C1=CC=CC=C1 (triphenylphosphine), N(=NC(=O)OCC)C(=O)OCC (diethyl azodicarboxylate). Solvent: O1CCCC1 (tetrahydrofuran). Run at time 18 hour. Product: C(C)(C)(C)OC(=O)N1C[C@H](CC1)OC1=C(C=C(C=O)C=C1)OC (4-[((3S)-1-tert-butoxycarbonyl-3-pyrrolidinyl)oxy]-3-methoxybenzaldehyde). Yield: 77.9%. Reaction SMILES: [O:1]=[CH:2][C:3]1[CH:11]=[CH:10][C:8]([OH:9])=[C:5]([O:6][CH3:7])[CH:4]=1.[C:12]([O:16][C:17]([N:19]1[CH2:23][CH2:22][C@@H:21](O)[CH2:20]1)=[O:18])([CH3:15])([CH3:14])[CH3:13].C1(P(C2C=CC=CC=2)C2C=CC=CC=2)C=CC=CC=1.N(C(OCC)=O)=NC(OCC)=O>O1CCCC1>[C:12]([O:16][C:17]([N:19]1[CH2:23][CH2:22][C@H:21]([O:9][C:8]2[CH:10]=[CH:11][C:3]([CH:2]=[O:1])=[CH:4][C:5]=2[O:6][CH3:7])[CH2:20]1)=[O:18])([CH3:15])([CH3:13])[CH3:14]. Reported procedure: In 50 ml of tetrahydrofuran were dissolved 3.04 g of vanillin, 3.74 g of (3R)-1-tert-butoxycarbonyl-3-hydroxypyrrolidine and 5.24 g of triphenylphosphine. The thus prepared solution was mixed with 4.00 g of diethyl azodicarboxylate, and the mixture was stirred at room temperature for 18 hours. After concentrating the resulting reaction solution, the thus obtained residue was purified by subjecting it to silica gel column chromatography using an ethanol/chloroform mixture as an elution solvent. I... The reactants are CN(C(=O)C=1C=C(C2=C(N(C(=N2)C)C(=O)OC(C)(C)C)C1)O)C (1,1-dimethylethyl 6-[(dimethylamino)carbonyl]-4-hydroxy-2-methyl-1H-benzimidazole-1-carboxylate), O1CCC(C2=CC=CC=C12)O (3,4-dihydro-2H-chromen-4-ol). The product is O1CCC(C2=CC=CC=C12)OC1=CC(=CC=2NC(=NC21)C)C(=O)N(C)C (4-(3,4-Dihydro-2H-chromen-4-yloxy)-N,N,2-tri methyl-1H-benzimidazole-6-carboxamide). Isolated yield 53.0%. RXN SMILES: [CH3:1][N:2]([CH3:23])[C:3]([C:5]1[CH:6]=[C:7]([OH:22])[C:8]2[N:12]=[C:11]([CH3:13])[N:10](C(OC(C)(C)C)=O)[C:9]=2[CH:21]=1)=[O:4].[O:24]1[C:33]2[C:28](=[CH:29][CH:30]=[CH:31][CH:32]=2)[CH:27](O)[CH2:26][CH2:25]1>>[O:24]1[C:33]2[C:28](=[CH:29][CH:30]=[CH:31][CH:32]=2)[CH:27]([O:22][C:7]2[C:8]3[N:12]=[C:11]([CH3:13])[NH:10][C:9]=3[CH:21]=[C:5]([C:3]([N:2]([CH3:1])[CH3:23])=[O:4])[CH:6]=2)[CH2:26][CH2:25]1. Procedure details: The title compound was prepared as a white solid (58 mg, 53% yield for 2 steps) from 1,1-dimethylethyl 6-[(dimethylamino)carbonyl]-4-hydroxy-2-methyl-1H-benzimidazole-1-carboxylate (100 mg, 0.313 mmol, STEP 2 in Example 9) and 3,4-dihydro-2H-chromen-4-ol (141 mg, 0.939 mmol) by the same manner in STEP 3-2 of Example 9: